Dataset: the Open Reaction Database (ORD), a public repository of structured organic reaction records. Task: describe an organic reaction: reactants, conditions, products, and yield Starting materials: C(C)(=O)C=1C=C2CCCCC2=CC1 (6-acetyl-1,2,3,4-tetrahydronaphthalene), N1(CCCC1)C1=CC=C(C=O)C=C1 (p-pyrrolidinylbenzaldehyde), [OH-].[Na+] (sodium hydroxide). Solvent: C(C)O (ethanol). The product is N1(CCCC1)C1=CC=C(C=C1)C=CC(=O)C1=CC=2CCCCC2C=C1 (3-[4-(1-Pyrrolidinyl)phenyl]-1-(5,6,7,8-tetrahydronaphthalen-2-yl)-2-propen-1-one). As a reaction SMILES: [C:1]([C:4]1[CH:5]=[C:6]2[C:11](=[CH:12][CH:13]=1)[CH2:10][CH2:9][CH2:8][CH2:7]2)(=[O:3])[CH3:2].[N:14]1([C:19]2[CH:26]=[CH:25][C:22]([CH:23]=O)=[CH:21][CH:20]=2)[CH2:18][CH2:17][CH2:16][CH2:15]1.[OH-].[Na+]>C(O)C>[N:14]1([C:19]2[CH:26]=[CH:25][C:22]([CH:23]=[CH:2][C:1]([C:4]3[CH:13]=[CH:12][C:11]4[CH2:10][CH2:9][CH2:8][CH2:7][C:6]=4[CH:5]=3)=[O:3])=[CH:21][CH:20]=2)[CH2:15][CH2:16][CH2:17][CH2:18]1 |f:2.3|. Reported procedure: A solution of 2.6 g of 1 (15 mmol), 2.6 g of p-pyrrolidinylbenzaldehyde (15 mmol), and 0.66 g of sodium hydroxide in 100 ml of ethanol was stirred under nitrogen at 50° for 24 hr. The reaction mixture was cooled in an ice bath, and the precipitated yellow solid 3-[4-(1-pyrrolidinyl)phenyl]-1-(5,6,7,8-tetrahydronaphthalen-2-yl)-2-propen-1-one was collected by filtration and washed with cold ethanol. Yield: 3.2 g (64%); m.p. 167° to 169°. λmax (CHCl3): 420 nm (ε=36,800); 330 nm (4,300); 276 nm (16... The reactants are CCO, CCOC(=O)CCCOc1ccc2cc(-c3ccc4ccc(Cl)cc4n3)oc2c1, [K+], [OH-], O. Product: O=C(O)CCCOc1ccc2cc(-c3ccc4ccc(Cl)cc4n3)oc2c1. RXN SMILES: [CH3:32][CH2:33][OH:34].[Cl:1][c:2]1[cH:3][cH:4][c:5]2[cH:6][cH:7][c:8](-[c:12]3[o:13][c:14]4[c:15]([cH:16]3)[cH:17][cH:18][c:19]([O:21][CH2:22][CH2:23][CH2:24][C:25](=[O:26])[O:27][CH2:28][CH3:29])[cH:20]4)[n:9][c:10]2[cH:11]1.[K+:31].[OH-:30].[OH2:35]>>[Cl:1][c:2]1[cH:3][cH:4][c:5]2[cH:6][cH:7][c:8](-[c:12]3[o:13][c:14]4[c:15]([cH:16]3)[cH:17][cH:18][c:19]([O:21][CH2:22][CH2:23][CH2:24][C:25](=[O:26])[OH:27])[cH:20]4)[n:9][c:10]2[cH:11]1. Reaction SMILES: [BH4-:28].[CH2:4]([CH3:5])[O:6][C:7]1=[CH:8][C:9]2=[C:10]([CH:26]=[O:27])[CH2:11][CH:12]3[CH:13]4[CH2:14][CH2:15][CH2:16][C:17]4([CH3:18])[CH2:19][CH2:20][CH:21]3[C:22]2([CH3:25])[CH2:23][CH2:24]1.[CH3:1][CH2:2][OH:3].[Na+:29].[OH2:30]>>[CH2:4]([CH3:5])[O:6][C:7]1=[CH:8][C:9]2=[C:10]([CH2:26][OH:27])[CH2:11][CH:12]3[CH:13]4[CH2:14][CH2:15][CH2:16][C:17]4([CH3:18])[CH2:19][CH2:20][CH:21]3[C:22]2([CH3:25])[CH2:23][CH2:24]1. The reactants are [BH4-], CCOC1=CC2=C(C=O)CC3C4CCCC4(C)CCC3C2(C)CC1, CCO, [Na+], O. Yields the product CCOC1=CC2=C(CO)CC3C4CCCC4(C)CCC3C2(C)CC1. Reactants: CS(C)=O, O=[N+]([O-])c1cc(Cl)ccc1Cl, [Li+], N#Cc1ccsc1N, [OH-], O. Product: N#Cc1ccsc1Nc1ccc(Cl)cc1[N+](=O)[O-]. Reaction SMILES: [CH3:23][S:24]([CH3:25])=[O:26].[Cl:1][c:2]1[c:3]([N+:9](=[O:10])[O-:11])[cH:4][c:5]([Cl:8])[cH:6][cH:7]1.[Li+:22].[NH2:12][c:13]1[s:14][cH:15][cH:16][c:17]1[C:18]#[N:19].[OH-:21].[OH2:20]>>[c:2]1([NH:12][c:13]2[s:14][cH:15][cH:16][c:17]2[C:18]#[N:19])[c:3]([N+:9](=[O:10])[O-:11])[cH:4][c:5]([Cl:8])[cH:6][cH:7]1. Reactants: ClC=1C=CC(=C(C1)NC(=O)N)OC (N-(5-Chloro-2-methoxyphenyl)urea), [K+].[Br-] (KBr), O.C1(=CC=CC=C1)C(=O)C=O (phenylglyoxal monohydrate), Cl (HCl). Run in C(C)O (ethanol), C(C)(=O)O (acetic acid). Reaction conditions: time 18 hour. Product: ClC=1C=CC(=C(C1)N1C(NC(C1C1=CC=CC=C1)=O)=O)OC (1-(5-Chloro-2-methoxyphenyl)-5-phenyl-2,4-imidazolidinedione). Reaction SMILES: [Cl:1][C:2]1[CH:3]=[CH:4][C:5]([O:12][CH3:13])=[C:6]([NH:8][C:9]([NH2:11])=[O:10])[CH:7]=1.O.[C:15]1([C:21]([CH:23]=[O:24])=O)[CH:20]=[CH:19][CH:18]=[CH:17][CH:16]=1.Cl.[K+].[Br-]>C(O)C.C(O)(=O)C>[Cl:1][C:2]1[CH:3]=[CH:4][C:5]([O:12][CH3:13])=[C:6]([N:8]2[CH:21]([C:15]3[CH:20]=[CH:19][CH:18]=[CH:17][CH:16]=3)[C:23](=[O:24])[NH:11][C:9]2=[O:10])[CH:7]=1 |f:1.2,4.5|. Procedure details: N-(5-Chloro-2-methoxyphenyl)urea (1 g, 5 mmol) and phenylglyoxal monohydrate (760 mg, 5 mmol) were taken up in absolute ethanol (100 ml) and acetic acid (1 ml) and 1 ml of conc. HCl added. The reaction mixture was heated at reflux 3.5 h and allowed to stand at 24° C. for 18 h prior to concentration by rotary evaporation. The residue was dissolved in ethyl acetate, washed with sat'd NaHCO3 solution and brine. Recrystallization from methylene chloride/hexanes gave 1 g (63%) mp 200° C.; IR(KBr, ν=c... Starting materials: CCC(CC)COc1cc(Br)c(C)c(Br)c1, CC(C)(C)OC(=O)N1CCNCC1, CC(C)(C)[O-], Cc1ccccc1, CCOC(C)=O, [Na+], O=C(C=Cc1ccccc1)C=Cc1ccccc1, O=C(C=Cc1ccccc1)C=Cc1ccccc1, O=C(C=Cc1ccccc1)C=Cc1ccccc1, [Pd], [Pd], c1ccc(P(c2ccccc2)c2ccc3ccccc3c2-c2c(P(c3ccccc3)c3ccccc3)ccc3ccccc23)cc1. Product: CCC(CC)COc1cc(Br)c(C)c(N2CCN(C(=O)OC(C)(C)C)CC2)c1. As a reaction SMILES: [Br:1][c:2]1[c:3]([CH3:16])[c:4]([Br:15])[cH:5][c:6]([O:8][CH2:9][CH:10]([CH2:11][CH3:12])[CH2:13][CH3:14])[cH:7]1.[C:69](=[O:70])([O:71][C:72]([CH3:73])([CH3:74])[CH3:75])[N:76]1[CH2:77][CH2:78][NH:79][CH2:80][CH2:81]1.[CH3:63][C:64]([CH3:65])([O-:66])[CH3:67].[CH3:82][c:83]1[cH:84][cH:85][cH:86][cH:87][cH:88]1.[CH3:89][CH2:90][O:91][C:92](=[O:93])[CH3:94].[Na+:68].[O:115]=[C:116]([CH:117]=[CH:118][c:119]1[cH:120][cH:121][cH:122][cH:123][cH:124]1)[CH:125]=[CH:126][c:127]1[cH:128][cH:129][cH:130][cH:131][cH:132]1.[O:133]=[C:134]([CH:135]=[CH:136][c:137]1[cH:138][cH:139][cH:140][cH:141][cH:142]1)[CH:143]=[CH:144][c:145]1[cH:146][cH:147][cH:148][cH:149][cH:150]1.[O:97]=[C:98]([CH:99]=[CH:100][c:101]1[cH:102][cH:103][cH:104][cH:105][cH:106]1)[CH:107]=[CH:108][c:109]1[cH:110][cH:111][cH:112][cH:113][cH:114]1.[Pd:95].[Pd:96].[cH:17]1[cH:18][cH:19][c:20]([P:21]([c:22]2[cH:23][cH:24][c:25]3[c:26]([cH:27][cH:28][cH:29][cH:30]3)[c:31]2-[c:32]2[c:33]3[c:34]([cH:35][cH:36][cH:37][cH:38]3)[cH:39][cH:40][c:41]2[P:42]([c:43]2[cH:44][cH:45][cH:46][cH:47][cH:48]2)[c:49]2[cH:50][cH:51][cH:52][cH:53][cH:54]2)[c:55]2[cH:56][cH:57][cH:58][cH:59][cH:60]2)[cH:61][cH:62]1>>[c:2]1([N:79]2[CH2:78][CH2:77][N:76]([C:69](=[O:70])[O:71][C:72]([CH3:73])([CH3:74])[CH3:75])[CH2:81][CH2:80]2)[c:3]([CH3:16])[c:4]([Br:15])[cH:5][c:6]([O:8][CH2:9][CH:10]([CH2:11][CH3:12])[CH2:13][CH3:14])[cH:7]1. Reactants: BrB(Br)Br, CCOc1ccc(Br)cc1CCO, ClCCl, O. Yields the product OCCc1cc(Br)ccc1O. RXN SMILES: [B:14]([Br:15])([Br:16])[Br:17].[Br:1][c:2]1[cH:3][cH:4][c:5]([O:11][CH2:12][CH3:13])[c:6]([CH2:8][CH2:9][OH:10])[cH:7]1.[Cl:19][CH2:20][Cl:21].[OH2:18]>>[Br:1][c:2]1[cH:3][cH:4][c:5]([OH:11])[c:6]([CH2:8][CH2:9][OH:10])[cH:7]1.